The task is: describe an organic reaction: reactants, conditions, products, and yield. This data is from the Open Reaction Database (ORD), a public repository of structured organic reaction records. The reactants are CN1CCOCC1, CN(C)C1(c2cccc(F)c2)CCC(=CC(=O)O)CC1, CN(C)C=O, C(=NC1CCCCC1)=NC1CCCCC1, NCCc1c[nH]c2ccccc12, [Na+], [OH-], O, On1nnc2ccccc21. Yields the product CN(C)C1(c2cccc(F)c2)CCC(=CC(=O)NCCc2c[nH]c3ccccc23)CC1. As a reaction SMILES: [CH3:23][N:24]1[CH2:25][CH2:26][O:27][CH2:28][CH2:29]1.[CH3:30][N:31]([C:32]1([c:42]2[cH:43][c:44]([F:48])[cH:45][cH:46][cH:47]2)[CH2:33][CH2:34][C:35](=[CH:38][C:39](=[O:40])[OH:41])[CH2:36][CH2:37]1)[CH3:49].[CH3:67][N:68]([CH3:69])[CH:70]=[O:71].[CH:50]1([N:51]=[C:52]=[N:53][CH:54]2[CH2:55][CH2:56][CH2:57][CH2:58][CH2:59]2)[CH2:60][CH2:61][CH2:62][CH2:63][CH2:64]1.[NH2:11][CH2:12][CH2:13][c:14]1[cH:15][nH:16][c:17]2[cH:18][cH:19][cH:20][cH:21][c:22]12.[Na+:66].[OH-:65].[OH2:72].[OH:1][n:2]1[c:3]2[cH:4][cH:5][cH:6][cH:7][c:8]2[n:9][n:10]1>>[NH:11]([CH2:12][CH2:13][c:14]1[cH:15][nH:16][c:17]2[cH:18][cH:19][cH:20][cH:21][c:22]12)[C:39]([CH:38]=[C:35]1[CH2:34][CH2:33][C:32]([N:31]([CH3:30])[CH3:49])([c:42]2[cH:43][c:44]([F:48])[cH:45][cH:46][cH:47]2)[CH2:37][CH2:36]1)=[O:40]. Product: O=C(Cc1cccs1)Nc1cccc(-c2nn3ccccc3c2-c2ccnc(Nc3cccc(CNC(=O)C(F)(F)F)c3)n2)c1. Starting materials: ClCCl, Cl, Nc1cccc(CNC(=O)C(F)(F)F)c1, O=C(Cc1cccs1)Nc1cccc(-c2nn3ccccc3c2-c2ccnc(Nc3cccc(-c4cnco4)c3)n2)c1. As a reaction SMILES: [Cl:59][CH2:60][Cl:61].[ClH:58].[NH2:1][c:2]1[cH:3][c:4]([CH2:8][NH:9][C:10]([C:11]([F:12])([F:13])[F:14])=[O:15])[cH:5][cH:6][cH:7]1.[o:16]1[c:17](-[c:18]2[cH:19][c:20]([NH:21][c:28]3[n:29][cH:30][cH:31][c:32](-[c:34]4[c:35](-[c:43]5[cH:44][c:45]([NH:49][C:50]([CH2:51][c:52]6[s:53][cH:54][cH:55][cH:56]6)=[O:57])[cH:46][cH:47][cH:48]5)[n:36][n:37]5[c:38]4[cH:39][cH:40][cH:41][cH:42]5)[n:33]3)[cH:22][cH:23][cH:24]2)[cH:25][n:26][cH:27]1>>[NH:1]([c:2]1[cH:3][c:4]([CH2:8][NH:9][C:10]([C:11]([F:12])([F:13])[F:14])=[O:15])[cH:5][cH:6][cH:7]1)[c:28]1[n:29][cH:30][cH:31][c:32](-[c:34]2[c:35](-[c:43]3[cH:44][c:45]([NH:49][C:50]([CH2:51][c:52]4[s:53][cH:54][cH:55][cH:56]4)=[O:57])[cH:46][cH:47][cH:48]3)[n:36][n:37]3[c:38]2[cH:39][cH:40][cH:41][cH:42]3)[n:33]1. Starting materials: ClCCl, CN(C)c1ccncc1, CCN(C(C)C)C(C)C, [Cl-], O=C(O)C=Cc1ccccc1Sc1ccc(Cl)cc1Cl, Cl, NCCCCCCO, CN(C)C=O. Yields the product O=C(C=Cc1ccccc1Sc1ccc(Cl)cc1Cl)NCCCCCCO. RXN SMILES: [CH2:40]([Cl:41])[Cl:42].[CH3:43][N:44]([c:45]1[cH:46][cH:47][n:48][cH:49][cH:50]1)[CH3:51].[CH:29]([N:30]([CH2:31][CH3:32])[CH:33]([CH3:34])[CH3:35])([CH3:36])[CH3:37].[Cl-:38].[Cl:1][c:2]1[c:3]([S:9][c:10]2[c:11]([CH:12]=[CH:13][C:14](=[O:15])[OH:16])[cH:17][cH:18][cH:19][cH:20]2)[cH:4][cH:5][c:6]([Cl:8])[cH:7]1.[ClH:39].[NH2:21][CH2:22][CH2:23][CH2:24][CH2:25][CH2:26][CH2:27][OH:28].[O:52]=[CH:53][N:54]([CH3:55])[CH3:56]>>[Cl:1][c:2]1[c:3]([S:9][c:10]2[c:11]([CH:12]=[CH:13][C:14](=[O:16])[NH:21][CH2:22][CH2:23][CH2:24][CH2:25][CH2:26][CH2:27][OH:28])[cH:17][cH:18][cH:19][cH:20]2)[cH:4][cH:5][c:6]([Cl:8])[cH:7]1. Reactants: CCCCCCCCCCCC(=O)O, CCOC1OC(CO)C(O)C(O)C1O. Product: CCCCCCCCCCCC(=O)OCC1OC(OCC)C(O)C(O)C1O. Reaction SMILES: [CH3:15][CH2:16][CH2:17][CH2:18][CH2:19][CH2:20][CH2:21][CH2:22][CH2:23][CH2:24][CH2:25][C:26]([OH:27])=[O:28].[O:1]([CH:2]1[CH:3]([OH:4])[CH:5]([OH:6])[CH:7]([OH:8])[CH:9]([CH2:11][OH:12])[O:10]1)[CH2:13][CH3:14]>>[O:1]([CH:2]1[CH:3]([OH:4])[CH:5]([OH:6])[CH:7]([OH:8])[CH:9]([CH2:11][O:12][C:26]([CH2:25][CH2:24][CH2:23][CH2:22][CH2:21][CH2:20][CH2:19][CH2:18][CH2:17][CH2:16][CH3:15])=[O:27])[O:10]1)[CH2:13][CH3:14]. Starting materials: Cl.CN(C1(CC=C(CC1)C=1NC2=CC=CC=C2C1CC1CCCCC1)C1=CC=CC=C1)C ((±)-2-(4-(Dimethylamino)-4-phenylcyclohex-1-enyl)-3-(cyclohexylmethyl)-1H-indole hydrochloride), [Sn] (Tin). The solvent is Br (hydrogen bromide), O (water). Run at time 20 minute. Yields the product C1(CCCCC1)CC1=C(NC2=CC=CC=C12)C1CCC(CC1)(N(C)C)C1=CC=CC=C1 (4-(3-(Cyclohexylmethyl)-1H-indol-2-yl)-N,N-dimethyl-1-phenylcyclohexanamine). As a reaction SMILES: Cl.[CH3:2][N:3]([CH3:32])[C:4]1([C:26]2[CH:31]=[CH:30][CH:29]=[CH:28][CH:27]=2)[CH2:9][CH2:8][C:7]([C:10]2[NH:11][C:12]3[C:17]([C:18]=2[CH2:19][CH:20]2[CH2:25][CH2:24][CH2:23][CH2:22][CH2:21]2)=[CH:16][CH:15]=[CH:14][CH:13]=3)=[CH:6][CH2:5]1.[Sn]>Br.O>[CH:20]1([CH2:19][C:18]2[C:17]3[C:12](=[CH:13][CH:14]=[CH:15][CH:16]=3)[NH:11][C:10]=2[CH:7]2[CH2:6][CH2:5][C:4]([C:26]3[CH:31]=[CH:30][CH:29]=[CH:28][CH:27]=3)([N:3]([CH3:2])[CH3:32])[CH2:9][CH2:8]2)[CH2:25][CH2:24][CH2:23][CH2:22][CH2:21]1 |f:0.1,^3:32|. Procedure details: Ex. 40 (913 mg, 2.033 mmol) was dissolved in hydrogen bromide/glacial acetic acid (33% HBr, 46 ml). Tin powder (2.415 g, 20.344 mmol) was then added to the mixture in portions at room temperature in the course of 40 min and the mixture was stirred for a further 20 min. The mixture was then diluted with water (300 ml). The mixture was stirred at 5° C. for 1 h. The product precipitated out as the hydrobromide. This was filtered off and washed with water (2×5 ml). 1 N NaOH (50 ml) was added to the ... Reactants: BrC=1C=NC=C2C=CC=NC12 (8-bromo-[1,6]-naphthyridine), N1CCNCC1 (piperazine), CC(C)([O-])C.[Na+] (sodium t-butoxide), Pd(dba), P(C(C)(C)C)(C(C)(C)C)C(C)(C)C (P(t-Bu)3). Solvent: O (H2O), o-xylenes. Reaction conditions: temperature 120 celsius. The product is N1(CCNCC1)C=1C=NC=C2C=CC=NC12 (8-piperazin-1-yl-[1,6]-naphthyridine). Isolated yield 35.4%. As a reaction SMILES: Br[C:2]1[CH:3]=[N:4][CH:5]=[C:6]2[C:11]=1[N:10]=[CH:9][CH:8]=[CH:7]2.[NH:12]1[CH2:17][CH2:16][NH:15][CH2:14][CH2:13]1.CC(C)([O-])C.[Na+].P(C(C)(C)C)(C(C)(C)C)C(C)(C)C>O>[N:12]1([C:2]2[CH:3]=[N:4][CH:5]=[C:6]3[C:11]=2[N:10]=[CH:9][CH:8]=[CH:7]3)[CH2:17][CH2:16][NH:15][CH2:14][CH2:13]1 |f:2.3|. Reported procedure: To an oven-dried 100 mL flask under a nitrogen atmosphere was added 8-bromo-[1,6]-naphthyridine (1.3 g, 6.2 mmol), piperazine (3.21 g, 37.3 mmol), and sodium t-butoxide (900 mg, 9.33 mmol). The solids were suspended in anhydrous o-xylenes (40 mL), and Pd(dba) (285 mg, 5 mol %) and P(t-Bu)3 (0.31 mL, 1.24 mmol) were added. The reaction mixture was heated at 120° C. for 3 hours. The cooled reaction mixture was poured into H2O (100 mL) and extracted into EtOAc (1×100 mL) and CH2Cl2 (2×100 mL). The ...